This data is from the Open Reaction Database (ORD), a public repository of structured organic reaction records. The task is: describe an organic reaction: reactants, conditions, products, and yield The reactants are N#CCC(=O)O, N#CCC(=O)N(Cc1cccc(Cl)c1Cl)C1CC1, CC(C)(C)[Si](C)(C)OCCCc1ccc(CI)cc1, C1CCOC1, C[Si](C)(C)[N-][Si](C)(C)C, [K+]. Yields the product CC(C)(C)[Si](C)(C)OCCCc1ccc(CC(C#N)C(=O)N(Cc2cccc(Cl)c2Cl)C2CC2)cc1. RXN SMILES: [C:19]([CH2:20][C:21]([OH:22])=[O:23])#[N:24].[C:1](#[N:2])[CH2:3][C:4](=[O:5])[N:6]([CH2:7][c:8]1[c:9]([Cl:15])[c:10]([Cl:14])[cH:11][cH:12][cH:13]1)[CH:16]1[CH2:17][CH2:18]1.[C:35]([CH3:36])([CH3:37])([CH3:38])[Si:39]([CH3:40])([CH3:41])[O:42][CH2:43][CH2:44][CH2:45][c:46]1[cH:47][cH:48][c:49]([CH2:52][I:53])[cH:50][cH:51]1.[CH2:54]1[O:55][CH2:56][CH2:57][CH2:58]1.[CH3:25][Si:26]([N-:27][Si:28]([CH3:29])([CH3:30])[CH3:31])([CH3:32])[CH3:33].[K+:34]>>[C:1](#[N:2])[CH:3]([C:4](=[O:5])[N:6]([CH2:7][c:8]1[c:9]([Cl:15])[c:10]([Cl:14])[cH:11][cH:12][cH:13]1)[CH:16]1[CH2:17][CH2:18]1)[CH2:52][c:49]1[cH:48][cH:47][c:46]([CH2:45][CH2:44][CH2:43][O:42][Si:39]([C:35]([CH3:36])([CH3:37])[CH3:38])([CH3:40])[CH3:41])[cH:51][cH:50]1. Starting materials: [H-].[Na+] (sodium hydride), FC(S(=O)(=O)OCC(F)(F)F)(F)F (2,2,2-trifluoroethyl trifluoromethanesulfonate), Cl (HCl), FC(S(=O)(=O)OCC(F)(F)F)(F)F (2,2,2-trifluoroethyl trifluoromethanesulfonate), ClC=1C(=C(C=CC1)S(=O)(=O)NC=1SC=C(N1)CCO)C (3-Chloro-N-[4-(2-hydroxyethyl)-1,3-thiazol-2-yl]-2-methylbenzenesulfonamide), [H-].[Na+] (sodium hydride), [H-].[Na+] (Sodium hydride), 2,2,2-tirluoroethanol, FC(S(=O)(=O)Cl)(F)F (Trifluoromethanesulfonyl chloride). The solvent is C1CCOC1 (THF), C1CCOC1 (THF), C1CCOC1 (THF). Run at time 15 minute. The product is ClC=1C(=C(C=CC1)S(=O)(=O)NC=1SC=C(N1)CCOCC(F)(F)F)C (3-Chloro-2-methyl-N-{4-[2-(2,2,2-trifluoroethoxy)ethyl]-1,3-thiazol-2-yl}benzenesulfonamide). RXN SMILES: [H-].[Na+].FC(F)(F)S(Cl)(=O)=O.FC(F)(F)S([O:16][CH2:17][C:18]([F:21])([F:20])[F:19])(=O)=O.[Cl:24][C:25]1[C:26]([CH3:43])=[C:27]([S:31]([NH:34][C:35]2[S:36][CH:37]=[C:38]([CH2:40][CH2:41]O)[N:39]=2)(=[O:33])=[O:32])[CH:28]=[CH:29][CH:30]=1.Cl>C1COCC1>[Cl:24][C:25]1[C:26]([CH3:43])=[C:27]([S:31]([NH:34][C:35]2[S:36][CH:37]=[C:38]([CH2:40][CH2:41][O:16][CH2:17][C:18]([F:19])([F:20])[F:21])[N:39]=2)(=[O:33])=[O:32])[CH:28]=[CH:29][CH:30]=1 |f:0.1|. Procedure details: Sodium hydride (95% dry, 253 mg, 10.00 mmol) was added to a stirred solution of 2,2,2-tirluoroethanol (1.00 g, 10.00 mmol) in THF (15 mL) at 0° C. under nitrogen atmosphere. After stirring for 15 minutes at room temperature, the temperature was lowered to −80° C. using an ethanol-dry ice bath. Trifluoromethanesulfonyl chloride (1.69 g, 10.00 mmol) dissolved in THF (5 mL) was then added in small portions, and the mixture was then left to reach room temperature over night. The reaction mixture was... Starting materials: CS(=O)(=O)Cl, CCOCC, [Cl-], [Li+], CN(C)C=O, OCC=Cc1ccccc1, Cc1cc(C)nc(C)c1. The product is ClCC=Cc1ccccc1. As a reaction SMILES: [CH3:22][S:23]([Cl:24])(=[O:25])=[O:26].[CH3:32][CH2:33][O:34][CH2:35][CH3:36].[Cl-:21].[Li+:20].[O:27]=[CH:28][N:29]([CH3:30])[CH3:31].[OH:1][CH2:2][CH:3]=[CH:4][c:5]1[cH:6][cH:7][cH:8][cH:9][cH:10]1.[n:11]1[c:12]([CH3:13])[cH:14][c:15]([CH3:16])[cH:17][c:18]1[CH3:19]>>[CH2:2]([CH:3]=[CH:4][c:5]1[cH:6][cH:7][cH:8][cH:9][cH:10]1)[Cl:24]. Starting materials: CCCC1CCC(O)(c2ccc(Br)cc2)CC1, Cc1ccccc1, O, Cc1ccc(S(=O)(=O)O)cc1. Yields the product CCCC1CC=C(c2ccc(Br)cc2)CC1. RXN SMILES: [Br:1][c:2]1[cH:3][cH:4][c:5]([C:8]2([OH:17])[CH2:9][CH2:10][CH:11]([CH2:14][CH2:15][CH3:16])[CH2:12][CH2:13]2)[cH:6][cH:7]1.[CH3:30][c:31]1[cH:32][cH:33][cH:34][cH:35][cH:36]1.[OH2:29].[c:18]1([CH3:19])[cH:20][cH:21][c:22]([S:23]([OH:24])(=[O:25])=[O:26])[cH:27][cH:28]1>>[Br:1][c:2]1[cH:3][cH:4][c:5]([C:8]2=[CH:9][CH2:10][CH:11]([CH2:14][CH2:15][CH3:16])[CH2:12][CH2:13]2)[cH:6][cH:7]1.